Dataset: the Open Reaction Database (ORD), a public repository of structured organic reaction records. Task: describe an organic reaction: reactants, conditions, products, and yield The reactants are [OH-].[K+] (potassium hydroxide), ester, C1(CC1)C1=C(C(=NO1)C1=C(C=CC=C1)OC(F)(F)F)COC1CC2CCC(C1)N2C=2SC1=C(N2)C(=CC(=C1)C(=O)OC)OC (methyl 2-(3-((5-cyclopropyl-3-(2-(trifluoromethoxy)phenyl)isoxazol-4-yl)methoxy)-8-azabicyclo[3.2.1]octan-8-yl)-4-methoxybenzo[d]thiazole-6-carboxylate), C(C)O (ethanol). The solvent is O1CCCC1 (tetrahydrofuran). Reaction conditions: temperature 60 celsius. Product: C1(CC1)C1=C(C(=NO1)C1=C(C=CC=C1)OC(F)(F)F)COC1CC2CCC(C1)N2C=2SC1=C(N2)C(=CC(=C1)C(=O)O)OC (2-(3-((5-cyclopropyl-3-(2-(trifluoromethoxy)phenyl)isoxazol-4-yl)methoxy)-8-azabicyclo[3.2.1]octan-8-yl)-4-methoxybenzo[d]thiazole-6-carboxylic acid). As a reaction SMILES: [CH:1]1([C:4]2[O:8][N:7]=[C:6]([C:9]3[CH:14]=[CH:13][CH:12]=[CH:11][C:10]=3[O:15][C:16]([F:19])([F:18])[F:17])[C:5]=2[CH2:20][O:21][CH:22]2[CH2:28][CH:27]3[N:29]([C:30]4[S:31][C:32]5[CH:38]=[C:37]([C:39]([O:41]C)=[O:40])[CH:36]=[C:35]([O:43][CH3:44])[C:33]=5[N:34]=4)[CH:24]([CH2:25][CH2:26]3)[CH2:23]2)[CH2:3][CH2:2]1.C(O)C.[OH-].[K+]>O1CCCC1>[CH:1]1([C:4]2[O:8][N:7]=[C:6]([C:9]3[CH:14]=[CH:13][CH:12]=[CH:11][C:10]=3[O:15][C:16]([F:18])([F:19])[F:17])[C:5]=2[CH2:20][O:21][CH:22]2[CH2:28][CH:27]3[N:29]([C:30]4[S:31][C:32]5[CH:38]=[C:37]([C:39]([OH:41])=[O:40])[CH:36]=[C:35]([O:43][CH3:44])[C:33]=5[N:34]=4)[CH:24]([CH2:25][CH2:26]3)[CH2:23]2)[CH2:3][CH2:2]1 |f:2.3|. Procedure: The ester, methyl 2-(3-((5-cyclopropyl-3-(2-(trifluoromethoxy)phenyl)isoxazol-4-yl)methoxy)-8-azabicyclo[3.2.1]octan-8-yl)-4-methoxybenzo[d]thiazole-6-carboxylate (161 mg, 0.26 mmol) was dissolved in tetrahydrofuran (1 mL) and ethanol (1 mL) and subjected to an aqueous solution of potassium hydroxide (100 mg, 2.5 mmol in 2 mL water). The mixture was heated to 60° C. for 2 hr and then the solvent was removed in vacuo. The mixture was diluted with 5% aqueous citric acid and extracted with ethyl ac...